From a dataset of the Open Reaction Database (ORD), a public repository of structured organic reaction records. describe an organic reaction: reactants, conditions, products, and yield The product is COc1ccc(N2CCOCC2)c2sc(NC(=O)C3CCOCC3)nc12. As a reaction SMILES: [CH2:19]([N:20]([CH:21]([CH3:22])[CH3:23])[CH:24]([CH3:25])[CH3:26])[CH3:27].[CH3:37][OH:38].[NH2:1][c:2]1[s:3][c:4]2[c:5]([n:6]1)[c:7]([O:17][CH3:18])[cH:8][cH:9][c:10]2[N:11]1[CH2:12][CH2:13][O:14][CH2:15][CH2:16]1.[O:28]1[CH2:29][CH2:30][CH:31]([C:34](=[O:35])[Cl:36])[CH2:32][CH2:33]1.[O:39]1[CH2:40][CH2:41][CH2:42][CH2:43]1>>[NH:1]([c:2]1[s:3][c:4]2[c:5]([n:6]1)[c:7]([O:17][CH3:18])[cH:8][cH:9][c:10]2[N:11]1[CH2:12][CH2:13][O:14][CH2:15][CH2:16]1)[C:34]([CH:31]1[CH2:30][CH2:29][O:28][CH2:33][CH2:32]1)=[O:35]. Reactants: CCN(C(C)C)C(C)C, CO, COc1ccc(N2CCOCC2)c2sc(N)nc12, O=C(Cl)C1CCOCC1, C1CCOC1. Starting materials: Cl (Hydrogen chloride), 58, CC1=NN=C(S1)N (5-methyl-1,3,4-thiadiazol-2-amine), C(C)(=O)C1C(OCC1)=O (3-acetyl-4,5-dihydro-2(3H)-furanone), Cl (hydrochloric acid), P(=O)(Cl)(Cl)Cl (phosphoryl chloride). Run in O (water), CC1=CC=CC=C1 (methylbenzene). The product is 11.8, ClCCC1=C(N=C2N(C1=O)N=C(S2)C)C (6-(2-chloroethyl)-2,7-dimethyl-5H-1,3,4-thiadiazolo[3,2-a]pyrimidin-5-one). As a reaction SMILES: [CH3:1][C:2]1[S:6][C:5]([NH2:7])=[N:4][N:3]=1.[C:8]([CH:11]1[CH2:15][CH2:14][O:13][C:12]1=O)(=O)[CH3:9].Cl.P(Cl)(Cl)([Cl:20])=O>O.CC1C=CC=CC=1>[Cl:20][CH2:14][CH2:15][C:11]1[C:12](=[O:13])[N:4]2[N:3]=[C:2]([CH3:1])[S:6][C:5]2=[N:7][C:8]=1[CH3:9]. Procedure details: A mixture of 58 parts of 5-methyl-1,3,4-thiadiazol-2-amine, 76 parts of 3-acetyl-4,5-dihydro-2(3H)-furanone, 1.2 parts of hydrochloric acid solution 12N and 540 parts of methylbenzene was stirred and refluxed for 2 hours using a water-separator. After cooling to room temperature, there were added dropwise 340 parts of phosphoryl chloride at 20°-40° C. (cooling was necessary to keep that temperature). The whole was gradually heated to reflux: at 95° C. Hydrogen chloride gas evolution was started.... Reactants: C(C)[C@H]1C(NC2=CC=C(C=C2N1)F)=O ((3S)-3-Ethyl-6-fluoro-3,4-dihydroquinoxalin-2(1H)-one), C(C)[C@@H]1C(NC2=CC(=CC=C2N1C(C1=CC=C(C=C1)OC)=O)F)=O ((3R)-3-ethyl-7-fluoro-4-(4-methoxybenzoyl)-3,4-dihydroquinoxalin-2(1H)-one). Run in CCOCC (ether). Product: C(C)[C@H]1C(NC2=CC=C(C=C2N1C(C1=CC=C(C=C1)OC)=O)F)=O ((3S)-3-ethyl-6-fluoro-4-(4-methoxybenzoyl)-3,4-dihydroquinoxalin-2(1H)-one). The yield is 82.0%. Reaction SMILES: [CH2:1]([C@@H:3]1[NH:12][C:11]2[C:6](=[CH:7][CH:8]=[C:9]([F:13])[CH:10]=2)[NH:5][C:4]1=[O:14])[CH3:2].C([C@H]1N([C:27](=[O:36])[C:28]2[CH:33]=[CH:32][C:31]([O:34][CH3:35])=[CH:30][CH:29]=2)C2C(=CC(F)=CC=2)NC1=O)C>CCOCC>[CH2:1]([C@@H:3]1[N:12]([C:27](=[O:36])[C:28]2[CH:33]=[CH:32][C:31]([O:34][CH3:35])=[CH:30][CH:29]=2)[C:11]2[C:6](=[CH:7][CH:8]=[C:9]([F:13])[CH:10]=2)[NH:5][C:4]1=[O:14])[CH3:2]. Reported procedure: (3S)-3-Ethyl-6-fluoro-3,4-dihydroquinoxalin-2(1H)-one in ether was treated according to the procedure for the preparation of (3R)-3-ethyl-7-fluoro-4-(4-methoxybenzoyl)-3,4-dihydroquinoxalin-2(1H)-one (see Example 1) to yield (3S)-3-ethyl-6-fluoro-4-(4-methoxybenzoyl)-3,4-dihydroquinoxalin-2(1H)-one (82%). MS (ESI) m/z 329 ([M+H]+); MS (ESI) m/z 327 ([M−H]−).